This data is from the Open Reaction Database (ORD), a public repository of structured organic reaction records. The task is: describe an organic reaction: reactants, conditions, products, and yield Reactants: C(C1=CC=CC=C1)NC(=O)N1C2N(C(CC1)=O)[C@H](C(N([C@H]2C)CC2=CC=CC1=CC=CC=C21)=O)CC2=CC=C(C=C2)O ((6S,9S)—N-benzyl-6-(4-hydroxybenzyl)-9-methyl-8-(naphthalen-1-ylmethyl)-4,7-dioxooctahydro-1H-pyrazino[1,2-a]pyrimidine-1-carboxamide), C(C)(=O)OC(C)=O (acetic anhydride). Run in C(C)(=O)OCC (ethyl acetate), N1=CC=CC=C1 (pyridine). Conditions: time 24 hour. Yields the product C(C)(=O)OC1=CC=C(C=C1)C[C@H]1C(N([C@H](C2N1C(CCN2C(NCC2=CC=CC=C2)=O)=O)C)CC2=CC=CC1=CC=CC=C21)=O (4-(((6S,9S)-1-(benzylcarbamoyl)-9-methyl-8-(naphthalen-1-ylmethyl)-4,7-dioxooctahydro-1H-pyrazino[1,2-a]pyrimidin-6-yl)methyl)phenyl acetate). Yield: 61.3%. Reaction SMILES: [CH2:1]([NH:8][C:9]([N:11]1[CH2:16][CH2:15][C:14](=[O:17])[N:13]2[C@@H:18]([CH2:35][C:36]3[CH:41]=[CH:40][C:39]([OH:42])=[CH:38][CH:37]=3)[C:19](=[O:34])[N:20]([CH2:23][C:24]3[C:33]4[C:28](=[CH:29][CH:30]=[CH:31][CH:32]=4)[CH:27]=[CH:26][CH:25]=3)[C@@H:21]([CH3:22])[CH:12]12)=[O:10])[C:2]1[CH:7]=[CH:6][CH:5]=[CH:4][CH:3]=1.[C:43](OC(=O)C)(=[O:45])[CH3:44]>N1C=CC=CC=1.C(OCC)(=O)C>[C:43]([O:42][C:39]1[CH:40]=[CH:41][C:36]([CH2:35][C@@H:18]2[N:13]3[C:14](=[O:17])[CH2:15][CH2:16][N:11]([C:9](=[O:10])[NH:8][CH2:1][C:2]4[CH:7]=[CH:6][CH:5]=[CH:4][CH:3]=4)[CH:12]3[C@H:21]([CH3:22])[N:20]([CH2:23][C:24]3[C:33]4[C:28](=[CH:29][CH:30]=[CH:31][CH:32]=4)[CH:27]=[CH:26][CH:25]=3)[C:19]2=[O:34])=[CH:37][CH:38]=1)(=[O:45])[CH3:44]. Procedure: To a solution of (6S,9S)—N-benzyl-6-(4-hydroxybenzyl)-9-methyl-8-(naphthalen-1-ylmethyl)-4,7-dioxooctahydro-1H-pyrazino[1,2-a]pyrimidine-1-carboxamide 60 mg (0.106 mmol) in pyridine (1 ml), acetic anhydride 1 ml (10.579 mmol) was added and the mixture was stirred at room temperature for 24 hr. The reaction mixture was diluted with ethyl acetate (10 ml) and washed with 10% citric acid (10 ml) 3 times and brine (10 ml). The organic layer was dried with sodium sulfate and filtered. The filtrate was...